From a dataset of the Open Reaction Database (ORD), a public repository of structured organic reaction records. describe an organic reaction: reactants, conditions, products, and yield The reactants are O1C(CCCC1)O[C@@H](CC(=O)OC)CCC=C (methyl (R)-3-[(tetrahydro-2H-pyran-2-yl)oxy]-6-heptenoate), O=[O+][O-] (ozone), C(C)(=O)OCC (ethyl acetate), [H][H] (hydrogen), Pd on-carbon. The product is C(=O)CC[C@H](CCC(=O)OC)OC1OCCCC1 (methyl 5-formyl-(R)-3[(tetrahydro-2H- pyran-2-yl)oxy]pentanecarboxylate). As a reaction SMILES: [O:1]1[CH2:6][CH2:5][CH2:4][CH2:3][CH:2]1[O:7][C@H:8]([CH2:14][CH2:15][CH:16]=C)[CH2:9][C:10](OC)=O.[O:18]=[O+][O-].[H][H].[C:23]([O:26][CH2:27]C)(=[O:25])C>>[CH:16]([CH2:15][CH2:14][C@@H:8]([O:7][CH:2]1[CH2:3][CH2:4][CH2:5][CH2:6][O:1]1)[CH2:9][CH2:10][C:23]([O:26][CH3:27])=[O:25])=[O:18]. Procedure: A solution of 2.56 g of methyl (R)-3-[(tetrahydro-2H-pyran-2-yl)oxy]-6-heptenoate in 40 ml of ethyl acetate was treated with ozone at -75° C. After completion of the reaction 0.1 g of Pd-on-carbon was added thereto and the mixture was hydrogenated at room temperature. After the hydrogen uptake was finished the catalyst was filtered off and washed with ethyl acetate and the filtrate and washings were evaporated in vacuo. There was obtained methyl 5-formyl-(R)-3[(tetrahydro-2H- pyran-2-yl)oxy]pent... Reactants: COC(C(C)(C)NC(=O)C1=C(C2=CC=CC=C2C(=C1)Br)OCC1=CC=C(C=C1)C(F)(F)F)=O (2-{[4-bromo-1-(4-trifluoromethyl-benzyloxy)-naphthalene-2-carbonyl]-amino}-2-methyl-propionic acid methyl ester), Cl (hydrochloric acid). Solvent: C1CCOC1 (THF), [OH-].[Na+] (sodium hydroxide), CO (methanol). Yields the product BrC1=CC(=C(C2=CC=CC=C12)OCC1=CC=C(C=C1)C(F)(F)F)C(=O)NC(C(=O)O)(C)C (2-{[4-Bromo-1-(4-trifluoromethyl-benzyloxy)-naphthalene-2-carbonyl]-amino}-2-methyl-propionic acid). As a reaction SMILES: C[O:2][C:3](=[O:33])[C:4]([NH:7][C:8]([C:10]1[CH:19]=[C:18]([Br:20])[C:17]2[C:12](=[CH:13][CH:14]=[CH:15][CH:16]=2)[C:11]=1[O:21][CH2:22][C:23]1[CH:28]=[CH:27][C:26]([C:29]([F:32])([F:31])[F:30])=[CH:25][CH:24]=1)=[O:9])([CH3:6])[CH3:5].Cl>C1COCC1.[OH-].[Na+].CO>[Br:20][C:18]1[C:17]2[C:12](=[CH:13][CH:14]=[CH:15][CH:16]=2)[C:11]([O:21][CH2:22][C:23]2[CH:24]=[CH:25][C:26]([C:29]([F:30])([F:31])[F:32])=[CH:27][CH:28]=2)=[C:10]([C:8]([NH:7][C:4]([CH3:6])([CH3:5])[C:3]([OH:33])=[O:2])=[O:9])[CH:19]=1 |f:3.4|. Procedure: 96 mg 2-{[4-bromo-1-(4-trifluoromethyl-benzyloxy)-naphthalene-2-carbonyl]-amino}-2-methyl-propionic acid methyl ester in 0.5 ml THF, 0.56 ml of 2 M sodium hydroxide and 1.4 ml methanol were reacted in a microwave at 120° C. for 6 min. The reaction was then acidified with 2 M hydrochloric acid and extracted with ethyl acetate twice. The combined organic layers were dried over magnesium sulphate, and concentrated. After purification of the residue by RP-HPLC 11 mg of 2-{[4-Bromo-1-(4-trifluorometh... RXN SMILES: [CH2:1]([O:3][C:4]([C:6]1([C:9]2[CH:14]=[CH:13][C:12]([C:15]3[CH:20]=[CH:19][C:18]([C:21]4[O:25][N:24]=[C:23]([CH3:26])[C:22]=4[CH2:27]Br)=[CH:17][CH:16]=3)=[CH:11][CH:10]=2)[CH2:8][CH2:7]1)=[O:5])[CH3:2].[CH2:29]([SH:36])[C:30]1[CH:35]=[CH:34][CH:33]=[CH:32][CH:31]=1>>[CH2:1]([O:3][C:4]([C:6]1([C:9]2[CH:14]=[CH:13][C:12]([C:15]3[CH:20]=[CH:19][C:18]([C:21]4[O:25][N:24]=[C:23]([CH3:26])[C:22]=4[CH2:27][S:36][CH2:29][C:30]4[CH:35]=[CH:34][CH:33]=[CH:32][CH:31]=4)=[CH:17][CH:16]=3)=[CH:11][CH:10]=2)[CH2:8][CH2:7]1)=[O:5])[CH3:2]. Reported procedure: Prepared according to the procedure described in Example 48, Step 2, using 1-[4′-(4-bromomethyl-3-methyl-isoxazol-5-yl)-biphenyl-4-yl]-cyclopropanecarboxylic acid ethyl ester and benzyl mercaptan. The product is C(C)OC(=O)C1(CC1)C1=CC=C(C=C1)C1=CC=C(C=C1)C1=C(C(=NO1)C)CSCC1=CC=CC=C1 (1-[4′-(4-Benzylsulfanylmethyl-3-methyl-isoxazol-5-yl)-biphenyl-4-yl]-cyclopropanecarboxylic acid ethyl ester). Reactants: C(C)OC(=O)C1(CC1)C1=CC=C(C=C1)C1=CC=C(C=C1)C1=C(C(=NO1)C)CBr (1-[4′-(4-bromomethyl-3-methyl-isoxazol-5-yl)-biphenyl-4-yl]-cyclopropanecarboxylic acid ethyl ester), C(C1=CC=CC=C1)S (benzyl mercaptan). The reactants are Cl (hydrochloric acid), C(C)(C)(C)OC(C(C)(C)SC=1SC=C(N1)C(COC1=CC=C(C=C1)C1=CC=C(C=C1)F)=O)=O (2-[(4-{[(4′-Fluorobiphenyl-4-yl)oxy]acetyl}-1,3-thiazol-2-yl)thio]-2-methylpropionic acid tert-butyl ester), O (Water), [BH4-].[Na+] (sodium borohydride). Solvent: C(C)O (ethanol). Run at time 30 minute. Product: C(C)(C)(C)OC(C(C)(C)SC=1SC=C(N1)C(COC1=CC=C(C=C1)C1=CC=C(C=C1)F)O)=O (2-[(4-{2-[(4′-fluorobiphenyl-4-yl)oxy]-1-hydroxyethyl}-1,3-thiazol-2-yl)thio]-2-methylpropionic acid tert-butyl ester). As a reaction SMILES: [C:1]([O:5][C:6](=[O:33])[C:7]([S:10][C:11]1[S:12][CH:13]=[C:14]([C:16](=[O:32])[CH2:17][O:18][C:19]2[CH:24]=[CH:23][C:22]([C:25]3[CH:30]=[CH:29][C:28]([F:31])=[CH:27][CH:26]=3)=[CH:21][CH:20]=2)[N:15]=1)([CH3:9])[CH3:8])([CH3:4])([CH3:3])[CH3:2].[BH4-].[Na+].O.Cl>C(O)C>[C:1]([O:5][C:6](=[O:33])[C:7]([S:10][C:11]1[S:12][CH:13]=[C:14]([CH:16]([OH:32])[CH2:17][O:18][C:19]2[CH:20]=[CH:21][C:22]([C:25]3[CH:30]=[CH:29][C:28]([F:31])=[CH:27][CH:26]=3)=[CH:23][CH:24]=2)[N:15]=1)([CH3:9])[CH3:8])([CH3:2])([CH3:3])[CH3:4] |f:1.2|. Procedure details: 2-[(4-{[(4′-Fluorobiphenyl-4-yl)oxy]acetyl}-1,3-thiazol-2-yl)thio]-2-methylpropionic acid tert-butyl ester 967 mg obtained in Example 2-1 was dissolved in ethanol (10 mL) and, under ice-cooling, sodium borohydride (75 mg) was added and the mixture was stirred for 2 hr 30 min. Water (10 mL) was added, pH was adjusted to about 3 with aqueous hydrochloric acid (1 mol/L), and the mixture was extracted with ethyl acetate (50 mL). The organic layer was washed with saturated aqueous sodium chloride sol... Starting materials: CS(C(OC)=S)=NS(=O)(=O)C1=CC=CC=C1 (N-benzenesulphonyliminodithiocarbonic acid dimethyl ester), CC=1N=CNC1CSCCN (4-methyl-5-((2-aminoethyl)thiomethyl)imidazole), C(C)O (ethanol), CN (methylamine). Run at time 2 hour. Yields the product C1(=CC=CC=C1)S(=O)(=O)NC(=NCCSCC1=C(N=CN1)C)NC (N-benzenesulphonyl-N'-methyl-N"-[2-((4-methyl-5-imidazolyl)methylthio) ethyl]guanidine). Reaction SMILES: CS(=[N:7][S:8]([C:11]1[CH:16]=[CH:15][CH:14]=[CH:13][CH:12]=1)(=[O:10])=[O:9])C(=S)OC.C[C:18]1[N:19]=[CH:20][NH:21][C:22]=1[CH2:23][S:24][CH2:25][CH2:26][NH2:27].[CH3:28][NH2:29].[CH2:30](O)[CH3:31]>>[C:11]1([S:8]([NH:7][C:20]([NH:19][CH3:18])=[N:21][CH2:22][CH2:23][S:24][CH2:25][C:26]2[NH:27][CH:28]=[N:29][C:30]=2[CH3:31])(=[O:9])=[O:10])[CH:12]=[CH:13][CH:14]=[CH:15][CH:16]=1. Procedure details: A solution of N-benzenesulphonyliminodithiocarbonic acid dimethyl ester (13.0 g.) and 4-methyl-5-((2-aminoethyl)thiomethyl)imidazole (8.5 g.) in ethanol (100 ml.) was stirred at room temperature for 4 hours. Excess ethanolic methylamine was added and stirring was continued for 2 hours at room temperature. Following concentration, the residue was dissolved in ethanol-ether (1:1) and chilled affording N-benzenesulphonyl-N'-methyl-N"-[2-((4-methyl-5-imidazolyl)methylthio) ethyl]guanidine (15.0 g.),...